This data is from the Open Reaction Database (ORD), a public repository of structured organic reaction records. The task is: describe an organic reaction: reactants, conditions, products, and yield Starting materials: ClC(=O)OC1=CC=CC=C1 (phenyl chloroformate), C(C)N1CCC2=NC=3C=CC=CC3C(=C2CC1)Cl (3-ethyl-11-chloro-1,2,4,5-tetrahydro-3H-azepino[4,5-b]quinoline). Run in CCOCC (ether), C(Cl)Cl (methylene chloride), C(Cl)Cl (methylene chloride). Reaction conditions: time 8 hour. Product: C1(=CC=CC=C1)OC(=O)N1CCC2=NC=3C=CC=CC3C(=C2CC1)Cl (11-Chloro-1,2,4,5-tetrahydro-3-azepino[4,5-b]quinoline-carboxylic acid phenyl ester). Reaction SMILES: Cl[C:2]([O:4][C:5]1[CH:10]=[CH:9][CH:8]=[CH:7][CH:6]=1)=[O:3].C([N:13]1[CH2:27][CH2:26][C:25]2[C:16](=[N:17][C:18]3[CH:19]=[CH:20][CH:21]=[CH:22][C:23]=3[C:24]=2[Cl:28])[CH2:15][CH2:14]1)C>C(Cl)Cl.CCOCC>[C:5]1([O:4][C:2]([N:13]2[CH2:27][CH2:26][C:25]3[C:16](=[N:17][C:18]4[CH:19]=[CH:20][CH:21]=[CH:22][C:23]=4[C:24]=3[Cl:28])[CH2:15][CH2:14]2)=[O:3])[CH:10]=[CH:9][CH:8]=[CH:7][CH:6]=1. Reported procedure: A solution of 1.2 gm (7.7 millimols) of phenyl chloroformate in 20 ml of methylene chloride was added dropwise to a mixture of 2 gm (7.7 millimols) of 3-ethyl-11-chloro-1,2,4,5-tetrahydro-3H-azepino[4,5-b]quinoline and 15 ml of methylene chloride at 5° C. After standing overnight, the resulting mixture was diluted with ether to double its volume and was then suction-filtered. The filter cake was recrystallized from acetone. Starting materials: COC1=C(C=C(C=C1)C=C(C(=O)OC)C(=O)OC)OCCC1=CC=CC=C1 (methyl 3-[4-methoxy-3-(2-phenylethoxy)phenyl]-2-methoxycarbonylacrylate). Reagents/catalysts: [Pd] (Pd/C). The solvent is C(C)(=O)OCC (ethyl acetate). The product is COC1=C(C=C(C=C1)CC(C(=O)OC)C(=O)OC)OCCC1=CC=CC=C1 (methyl 3-[4-methoxy-3-(2-phenylethoxy)phenyl]-2-methoxycarbonylpropionate). Yield: 99.5%. RXN SMILES: [CH3:1][O:2][C:3]1[CH:8]=[CH:7][C:6]([CH:9]=[C:10]([C:15]([O:17][CH3:18])=[O:16])[C:11]([O:13][CH3:14])=[O:12])=[CH:5][C:4]=1[O:19][CH2:20][CH2:21][C:22]1[CH:27]=[CH:26][CH:25]=[CH:24][CH:23]=1>C(OCC)(=O)C.[Pd]>[CH3:1][O:2][C:3]1[CH:8]=[CH:7][C:6]([CH2:9][CH:10]([C:11]([O:13][CH3:14])=[O:12])[C:15]([O:17][CH3:18])=[O:16])=[CH:5][C:4]=1[O:19][CH2:20][CH2:21][C:22]1[CH:23]=[CH:24][CH:25]=[CH:26][CH:27]=1. Procedure details: The methyl 3-[4-methoxy-3-(2-phenylethoxy)phenyl]-2-methoxycarbonylacrylate (66.50 g) was dissolved in 330 ml of ethyl acetate at 40° C. To the solution, 3.33 g of 5% Pd/C was added to hydrogenate at 40° C. until hydrogen absorption was stopped. 5% Pd/C was separated by filtration through a powder magnesium sulfate plate under reduced pressure. The filtrate was concentrated under reduced pressure to obtain 66.51 g of crude methyl 3-[4-methoxy-3-(2-phenylethoxy)phenyl]-2-methoxycarbonylpropionate... Reactants: S(C)(=O)(=O)O.OCCN1C(NCCC1)SC (1-(2-hydroxyethyl)-2-methylthio-3,4,5,6-tetrahydropyrimidine mesylate), NN (hydrazine). Solvent: COC(C)(C)C (t-butyl methyl ether), C(C)O (ethyl alcohol). Conditions: time 8 hour. The product is S(C)(=O)(=O)O.OCCN1C(NCCC1)NN (1-(2-hydroxyethyl)- 2-hydrazino-3,4,5,6-tetrahydropyrimidine mesylate). As a reaction SMILES: [S:1]([OH:5])(=[O:4])(=[O:3])[CH3:2].[OH:6][CH2:7][CH2:8][N:9]1[CH2:14][CH2:13][CH2:12][NH:11][CH:10]1SC.[NH2:17][NH2:18]>C(O)C.COC(C)(C)C>[S:1]([OH:5])(=[O:4])(=[O:3])[CH3:2].[OH:6][CH2:7][CH2:8][N:9]1[CH2:14][CH2:13][CH2:12][NH:11][CH:10]1[NH:17][NH2:18] |f:0.1,5.6|. Reported procedure: 1-(2-hydroxyethyl)-2-methylthio-3,4,5,6-tetrahydropyrimidine mesylate (87.2 g) is suspended in ethyl alcohol (150 ml) and treated with anhydrous hydrazine (22 mL). The mixture becomes clear within a few minutes. It is stirred at room temperature overnight and then diluted with t-butyl methyl ether (2 liters). The solution is kept in the freezer at -20° C. until the solid separates, filters and dries. Recrystallization from isopropyl alcohol and t-butyl methyl ether gives 68.12 g of 1-(2-hydroxye... The reactants are [Si](C)(C)(C(C)(C)C)O[C@H]([C@@H]1N(S(OC1)(=O)=O)C(=O)OC(C)(C)C)C1=CC=C(C=C1)C(F)(F)F (tert-butyl (4R)-4-((S)-((tert-butyl(dimethyl)silyl)oxy)(4-(trifluoromethyl)phenyl)methyl)-1,2,3-oxathiazolidine-3-carboxylate 2,2-dioxide), S1N=NC=C1 (thiadiazole), FC=1C=C(C=CC1[N+](=O)[O-])C1=NN=C(S1)NC(OC(C)(C)C)=O (tert-butyl 5-(3-fluoro-4-nitrophenyl)-1,3,4-thiadiazol-2-ylcarbamate), C([O-])([O-])=O.[Cs+].[Cs+] (cesium carbonate). Solvent: C1CCOC1 (THF), C1CCOC1 (THF). Reaction conditions: temperature 55 celsius, time 1 hour. The product is C(C)(C)(C)OC(=O)N[C@H](CN(C(OC(C)(C)C)=O)C=1SC(=NN1)C1=CC(=C(C=C1)[N+](=O)[O-])F)[C@H](C1=CC=C(C=C1)C(F)(F)F)O[Si](C)(C)C(C)(C)C (tert-Butyl ((2R,3S)-2-((tert-butoxycarbonyl)amino)-3-((tert-butyl(dimethyl)silyl)oxy)-3-(4-(trifluoromethyl)phenyl)propyl)(5-(3-fluoro-4-nitrophenyl)-1,3,4-thiadiazol-2-yl)carbamate). Isolated yield 93.2%. As a reaction SMILES: [F:1][C:2]1[CH:3]=[C:4]([C:11]2[S:15][C:14]([NH:16][C:17](=[O:23])[O:18][C:19]([CH3:22])([CH3:21])[CH3:20])=[N:13][N:12]=2)[CH:5]=[CH:6][C:7]=1[N+:8]([O-:10])=[O:9].C(=O)([O-])[O-].[Cs+].[Cs+].[Si:30]([O:37][C@@H:38]([C:53]1[CH:58]=[CH:57][C:56]([C:59]([F:62])([F:61])[F:60])=[CH:55][CH:54]=1)[C@H:39]1[CH2:43]OS(=O)(=O)[N:40]1[C:46]([O:48][C:49]([CH3:52])([CH3:51])[CH3:50])=[O:47])([C:33]([CH3:36])([CH3:35])[CH3:34])([CH3:32])[CH3:31].S1C=CN=N1>C1COCC1>[C:49]([O:48][C:46]([NH:40][C@@H:39]([C@@H:38]([O:37][Si:30]([C:33]([CH3:34])([CH3:36])[CH3:35])([CH3:31])[CH3:32])[C:53]1[CH:54]=[CH:55][C:56]([C:59]([F:62])([F:61])[F:60])=[CH:57][CH:58]=1)[CH2:43][N:16]([C:14]1[S:15][C:11]([C:4]2[CH:5]=[CH:6][C:7]([N+:8]([O-:10])=[O:9])=[C:2]([F:1])[CH:3]=2)=[N:12][N:13]=1)[C:17](=[O:23])[O:18][C:19]([CH3:20])([CH3:22])[CH3:21])=[O:47])([CH3:52])([CH3:51])[CH3:50] |f:1.2.3|. Procedure: To a mixture of tert-butyl 5-(3-fluoro-4-nitrophenyl)-1,3,4-thiadiazol-2-ylcarbamate (0.64 g, 1.89 mmol) in THF (6 mL) was added cesium carbonate (1.07 g, 3.28 mmol). The mixture was heated to 55° C. for 10 minutes and then tert-butyl (4R)-4-((S)-((tert-butyl(dimethyl)silyl)oxy)(4-(trifluoromethyl)phenyl)methyl)-1,2,3-oxathiazolidine-3-carboxylate 2,2-dioxide (0.84 g, 1.64 mmol) in THF (4 mL) was added. The mixture was heated for 1 hour after the addition. HPLC-MS showed the product and thiadiaz... Starting materials: N1(CCOCC1)C=1C=CC(=C(C(=O)N)C1)N (5-morpholinyl-2-aminobenzamide), C1(=CC=CC2=CC=CC=C12)C=O (1-naphthaldehyde). The product is O1CCN(CC1)C=1C=C2C(NC(=NC2=CC1)C1=CC=CC2=CC=CC=C12)=O (6-(Morpholino)-2-(naphthalen-1-yl)quinazolin-4-one). Reaction SMILES: [N:1]1([C:7]2[CH:8]=[CH:9][C:10]([NH2:16])=[C:11]([CH:15]=2)[C:12]([NH2:14])=[O:13])[CH2:6][CH2:5][O:4][CH2:3][CH2:2]1.[C:17]1([CH:27]=O)[C:26]2[C:21](=[CH:22][CH:23]=[CH:24][CH:25]=2)[CH:20]=[CH:19][CH:18]=1>>[O:4]1[CH2:5][CH2:6][N:1]([C:7]2[CH:15]=[C:11]3[C:10](=[CH:9][CH:8]=2)[N:16]=[C:27]([C:17]2[C:26]4[C:21](=[CH:22][CH:23]=[CH:24][CH:25]=4)[CH:20]=[CH:19][CH:18]=2)[NH:14][C:12]3=[O:13])[CH2:2][CH2:3]1. Reported procedure: Compound 29 was synthesized from 5-morpholinyl-2-aminobenzamide (13) (1.6 g, 7.3 mmol) and 1-naphthaldehyde (14) (1.1 g, 7.3 mmol): yield 1.7 g (64%); yellow crystals; mp 291 to 293° C.; 1H NMR (DMSO-d6) δ 3.22 (4H, t, J=4.7 Hz, CH2NCH2), 3.77 (4H, t, J=4.7 Hz, CH2OCH2), 7.51-7.66 (6H, m, 6×ArH), 7.73-7.76 (1H, m, 1×ArH), 8.00-8.11 (3H, m, 3×ArH), 12.48 (1H, br s, NH) ppm; MS (ESI) m/z 357; Anal. (C22H19N3O2): C, H, N. Reactants: CC(C)(C)CNCC(CNC(=O)OC(C)(C)C)(c1ccccc1)c1ccccc1, ClCCl, O=C(O)C(F)(F)F. Yields the product CC(C)(C)CNCC(CN)(c1ccccc1)c1ccccc1. RXN SMILES: [CH2:1]([C:2]([CH3:3])([CH3:4])[CH3:5])[NH:6][CH2:7][C:8]([CH2:9][NH:10][C:11](=[O:12])[O:13][C:14]([CH3:15])([CH3:16])[CH3:17])([c:18]1[cH:19][cH:20][cH:21][cH:22][cH:23]1)[c:24]1[cH:25][cH:26][cH:27][cH:28][cH:29]1.[Cl:37][CH2:38][Cl:39].[OH:30][C:31]([C:32]([F:33])([F:34])[F:35])=[O:36]>>[CH2:1]([C:2]([CH3:3])([CH3:4])[CH3:5])[NH:6][CH2:7][C:8]([CH2:9][NH2:10])([c:18]1[cH:19][cH:20][cH:21][cH:22][cH:23]1)[c:24]1[cH:25][cH:26][cH:27][cH:28][cH:29]1.